This data is from the Open Reaction Database (ORD), a public repository of structured organic reaction records. The task is: describe an organic reaction: reactants, conditions, products, and yield Isolated yield 69.0%. Procedure details: To a solution of 2-chloro-phenyl-acetonitrile (15.0 g, 99.0 mmol) in the dichloromethane (50 mL) and H2SO4 (40 mL) is slowly added a mixture of H2SO4 (14 mL) and HNO3 (5.5 mL) at 0° C. The reaction mixture is stirred at 0° C. for 20 minutes, warmed to room temperature for 30 minutes and then concentrated to remove organic solvent. The solution is poured into a beaker containing ice-water (400 mL) to give a crystalline precipitate, which is collected by vacuum filtration and washed with water to ... Run in ClCCl (dichloromethane), OS(=O)(=O)O (H2SO4), OS(=O)(=O)O (H2SO4). The product is ClC1=C(C=C(C=C1)[N+](=O)[O-])CC#N ((2-Chloro-5-nitro-phenyl)-acetonitrile). Reaction conditions: temperature 0 celsius, time 20 minute. Reaction SMILES: [Cl:1][C:2]1[CH:7]=[CH:6][CH:5]=[CH:4][C:3]=1[CH2:8][C:9]#[N:10].[N+:11]([O-])([OH:13])=[O:12]>ClCCl.OS(O)(=O)=O>[Cl:1][C:2]1[CH:7]=[CH:6][C:5]([N+:11]([O-:13])=[O:12])=[CH:4][C:3]=1[CH2:8][C:9]#[N:10]. Starting materials: ClC1=C(C=CC=C1)CC#N (2-chloro-phenyl-acetonitrile), [N+](=O)(O)[O-] (HNO3). Reactants: BrCC1=NOC(=C1)C (3-bromomethyl-5-methylisoxazole), C(=O)(OC(C)(C)C)N1CCNCC1 (1-BOC-piperazine). The solvent is ClCCl (dichloromethane). Reaction conditions: time 18 hour. Yields the product C(C)(C)(C)OC(=O)N1CCN(CC1)CC1=NOC(=C1)C (4-(5-Methyl-isoxazol-3-ylmethyl)-piperazine-1-carboxylic acid tert-butyl ester). The yield is 76.0%. As a reaction SMILES: Br[CH2:2][C:3]1[CH:7]=[C:6]([CH3:8])[O:5][N:4]=1.[C:9]([N:16]1[CH2:21][CH2:20][NH:19][CH2:18][CH2:17]1)([O:11][C:12]([CH3:15])([CH3:14])[CH3:13])=[O:10]>ClCCl>[C:12]([O:11][C:9]([N:16]1[CH2:21][CH2:20][N:19]([CH2:2][C:3]2[CH:7]=[C:6]([CH3:8])[O:5][N:4]=2)[CH2:18][CH2:17]1)=[O:10])([CH3:15])([CH3:13])[CH3:14]. Procedure: To a solution of 3-bromomethyl-5-methylisoxazole (0.102 g, 0.58 mmol) in dichloromethane (6 ml) was added 1-BOC-piperazine (0.240 g, 1.30 mmol). The reaction mixture was stirred at room temperature for 18 h under argon, then concentrated in vacuo. The resulting residue was absorbed on silica and the free-running powder was placed on a 10 g isolute silica column. Elution with a gradient of ethyl acetate (30 to 70%) in petroleum ether (60-80° C.) afforded the title compound as a white solid (0.124... Starting materials: Cc1cc(Br)c(Cl)cc1F, [C-]#N, [C-]#N, CN(C)C=O, [Zn+2], c1ccc(P(c2ccccc2)(c2ccccc2)[Pd](P(c2ccccc2)(c2ccccc2)c2ccccc2)(P(c2ccccc2)(c2ccccc2)c2ccccc2)P(c2ccccc2)(c2ccccc2)c2ccccc2)cc1. Yields the product Cc1cc(C#N)c(Cl)cc1F. RXN SMILES: [Br:1][c:2]1[c:3]([Cl:10])[cH:4][c:5]([F:9])[c:6]([CH3:8])[cH:7]1.[C-:93]#[N:94].[C-:96]#[N:97].[CH3:11][N:12]([CH3:13])[CH:14]=[O:15].[Zn+2:95].[cH:16]1[cH:17][cH:18][c:19]([P:20]([Pd:21]([P:22]([c:23]2[cH:24][cH:25][cH:26][cH:27][cH:28]2)([c:29]2[cH:30][cH:31][cH:32][cH:33][cH:34]2)[c:35]2[cH:36][cH:37][cH:38][cH:39][cH:40]2)([P:41]([c:42]2[cH:43][cH:44][cH:45][cH:46][cH:47]2)([c:48]2[cH:49][cH:50][cH:51][cH:52][cH:53]2)[c:54]2[cH:55][cH:56][cH:57][cH:58][cH:59]2)[P:60]([c:61]2[cH:62][cH:63][cH:64][cH:65][cH:66]2)([c:67]2[cH:68][cH:69][cH:70][cH:71][cH:72]2)[c:73]2[cH:74][cH:75][cH:76][cH:77][cH:78]2)([c:79]2[cH:80][cH:81][cH:82][cH:83][cH:84]2)[c:85]2[cH:86][cH:87][cH:88][cH:89][cH:90]2)[cH:91][cH:92]1>>[c:2]1([C:11]#[N:12])[c:3]([Cl:10])[cH:4][c:5]([F:9])[c:6]([CH3:8])[cH:7]1. Starting materials: CC(C)c1ccccc1Br, CCOC(C)=O, O=C1Nc2ccc(Cl)cc2C1=O, Cl, [Mg], C1CCOC1. Product: CC(C)c1ccccc1C1(O)C(=O)Nc2ccc(Cl)cc21. RXN SMILES: [Br:1][c:2]1[c:3]([CH:8]([CH3:9])[CH3:10])[cH:4][cH:5][cH:6][cH:7]1.[CH3:30][CH2:31][O:32][C:33](=[O:34])[CH3:35].[Cl:12][c:13]1[cH:14][c:15]2[c:19]([cH:20][cH:21]1)[NH:18][C:17](=[O:22])[C:16]2=[O:23].[ClH:24].[Mg:11].[O:25]1[CH2:26][CH2:27][CH2:28][CH2:29]1>>[c:2]1([C:16]2([OH:23])[c:15]3[cH:14][c:13]([Cl:12])[cH:21][cH:20][c:19]3[NH:18][C:17]2=[O:22])[c:3]([CH:8]([CH3:9])[CH3:10])[cH:4][cH:5][cH:6][cH:7]1. The reactants are C(C)OC(CC=1N(C(=C(C1C(=O)OCC)C)C(=O)C=1N(C(=CC1)SC)C)C)=O (ethyl-1,4-dimethyl-5-(1-methyl-5-methylthiopyrrol-2-oyl)-3-ethoxycarbonylpyrrole-2-acetate), CN1C(=CC(=C1C=1N(C(=CC1)SC)C)C)CC(=O)O (1,4-dimethyl-5-(1-methyl-5-methylthiopyrrol-2-yl)pyrrole-2-acetic acid). Yields the product CN1C(=CC(=C1C(=O)C=1N(C(=CC1)SC)C)C)CC(=O)O (1,4-dimethyl-5-(1-methyl-5-methylthiopyrrol-2-oyl)pyrrole-2-acetic acid). RXN SMILES: C([O:3][C:4](=[O:28])[CH2:5][C:6]1[N:7]([CH3:27])[C:8]([C:17]([C:19]2[N:20]([CH3:26])[C:21]([S:24][CH3:25])=[CH:22][CH:23]=2)=[O:18])=[C:9]([CH3:16])[C:10]=1C(OCC)=O)C.CN1C(C2N(C)C(SC)=CC=2)=C(C)C=C1CC(O)=O>>[CH3:27][N:7]1[C:8]([C:17]([C:19]2[N:20]([CH3:26])[C:21]([S:24][CH3:25])=[CH:22][CH:23]=2)=[O:18])=[C:9]([CH3:16])[CH:10]=[C:6]1[CH2:5][C:4]([OH:28])=[O:3]. Reported procedure: Following substantially the same procedures as described in Example 7, steps B, C and D, 10 g of ethyl-1,4-dimethyl-5-(1-methyl-5-methylthiopyrrol-2-oyl)-3-ethoxycarbonylpyrrole-2-acetate was converted in three steps to 6.3 g of 1,4-dimethyl-5-(1-methyl-5-methylthiopyrrol-2-yl)pyrrole-2-acetic acid. Procedure details: Compound 2007 (0.0527 g, 0.079 mmol) in anhydrous THF (4 ml) under Ar was treated with tetrabutylammonium fluoride (TBAF) (0.237 ml, 1 M in THF, 0.237 mmol). The solution was stirred until no starting material remained by TLC. The solvent was removed in vacuo, the residue taken up in 5 ml CH2Cl2, washed with 5 ml aqueous saturated NaHCO3 solution, and the aqueous layer was extracted 2×with 5 ml CH2 Cl2. The combined organic layers were dried over anhydrous MgSO4, filtered, and the solvent remove... As a reaction SMILES: [CH2:1]([O:8][C@@H:9]1[CH2:38][C@@H:37]2[C@:32]([CH3:46])([CH2:33][CH2:34][C@H:35]([O:39][CH:40]3[CH2:45][CH2:44][CH2:43][CH2:42][O:41]3)[CH2:36]2)[C@@H:31]2[C@@H:10]1[C@H:11]1[C@:28]([CH3:47])([CH2:29][CH2:30]2)[C@@H:14]([C@H:15]([CH3:27])[CH2:16][CH2:17][CH2:18][O:19][Si](C(C)(C)C)(C)C)[CH2:13][CH2:12]1)[C:2]1[CH:7]=[CH:6][CH:5]=[CH:4][CH:3]=1.[F-].C([N+](CCCC)(CCCC)CCCC)CCC>C1COCC1>[CH2:1]([O:8][C@@H:9]1[CH2:38][C@@H:37]2[C@:32]([CH3:46])([CH2:33][CH2:34][C@@H:35]([O:39][CH:40]3[CH2:45][CH2:44][CH2:43][CH2:42][O:41]3)[CH2:36]2)[C@@H:31]2[C@@H:10]1[C@H:11]1[C@:28]([CH3:47])([CH2:29][CH2:30]2)[C@@H:14]([C@H:15]([CH3:27])[CH2:16][CH2:17][CH2:18][OH:19])[CH2:13][CH2:12]1)[C:2]1[CH:3]=[CH:4][CH:5]=[CH:6][CH:7]=1 |f:1.2|. The product is C(C1=CC=CC=C1)O[C@H]1[C@H]2[C@@H]3CC[C@H]([C@@H](CCCO)C)[C@]3(CC[C@@H]2[C@]2(CC[C@H](C[C@@H]2C1)OC1OCCCC1)C)C (7α-Benzyloxy-3α-tetrahydropyranyloxy-5α-cholan-24-ol). Solvent: C1CCOC1 (THF). Isolated yield 90.4%. Reactants: C(C1=CC=CC=C1)O[C@H]1[C@H]2[C@@H]3CC[C@H]([C@@H](CCCO[Si](C)(C)C(C)(C)C)C)[C@]3(CC[C@@H]2[C@]2(CC[C@@H](C[C@@H]2C1)OC1OCCCC1)C)C (7α-Benzyloxy-24-t-butyldimethylsilyloxy-3β-tetrahydropyranyloxy-5α-cholane), [F-].C(CCC)[N+](CCCC)(CCCC)CCCC (tetrabutylammonium fluoride). Reactants: C=CCNc1ccc(C(=O)Cl)cc1, CC(=O)CC(C)=O, COCCOC, Cl, [H-], [Na+]. Product: C=CCNc1ccc(C(=O)C(C(C)=O)C(C)=O)cc1. Reaction SMILES: [CH2:11]([CH:12]=[CH2:13])[NH:14][c:15]1[cH:16][cH:17][c:18]([C:19](=[O:20])[Cl:21])[cH:22][cH:23]1.[CH3:1][C:2]([CH2:3][C:4]([CH3:5])=[O:6])=[O:7].[CH3:24][O:25][CH2:26][CH2:27][O:28][CH3:29].[ClH:10].[H-:8].[Na+:9]>>[CH3:1][C:2]([CH:3]([C:4]([CH3:5])=[O:6])[C:19]([c:18]1[cH:17][cH:16][c:15]([NH:14][CH2:11][CH:12]=[CH2:13])[cH:23][cH:22]1)=[O:20])=[O:7].